This data is from the Open Reaction Database (ORD), a public repository of structured organic reaction records. The task is: describe an organic reaction: reactants, conditions, products, and yield Run in C(C)O (ethanol). As a reaction SMILES: [CH2:1]([N:4]1[CH2:14][CH2:13][CH2:12][CH:6]([C:7]([O:9]CC)=[O:8])[CH2:5]1)[CH2:2][CH3:3].O.[OH-].[Li+:17]>C(O)C>[CH2:1]([N:4]1[CH2:14][CH2:13][CH2:12][CH:6]([C:7]([O-:9])=[O:8])[CH2:5]1)[CH2:2][CH3:3].[Li+:17] |f:1.2.3,5.6|. The reactants are C(CC)N1CC(C(=O)OCC)CCC1 (Ethyl N-propylnipecotate), O.[OH-].[Li+] (lithium hydroxide monohydrate). Reported procedure: Ethyl N-propylnipecotate (73.86 g) was dissolved in 500 ml ethanol, treated with lithium hydroxide monohydrate (15.57 g) at reflux for 24 hours. Upon evaporation and drying in vacuo (100° C., eight hours), lithium N-propylnipecotate was obtained (white powder; 60 g). A solution of 17.7 g of this salt in 200 ml THF was treated dropwise with one equivalent of methyl-lithium, at 0° C. After stirring at room temperature overnight, an aqueous work-up yielded 3-acetyl-N-propylpiperidine (mp of HCl sal... Yields the product C(CC)N1CC(C(=O)[O-])CCC1.[Li+] (lithium N-propylnipecotate). Procedure: A mixture comprising 2-bromo-5-nitropyridine (5.6 g, 27.7 mmol), cuprous cyanide (2.5 g, 27.4 mmol) and DMF (5 mL) was heated at 105° C. for 2.5 hours, cooled and diluted with methylene chloride (200 mL). The mixture was stirred 20 minutes, filtered and concentrated under reduced pressure. The residue was dissolved in methylene chloride and the solution was washed sequentially with 2N sodium hydroxide (150 mL), 7M ammonium hydroxide (150 mL) and water (150 mL), dried (MgSO4), filtered and concen... Run in C(Cl)Cl (methylene chloride). Product: [N+](=O)([O-])C=1C=CC(=NC1)C#N (5-nitropyridine-2-carbonitrile). Run at time 20 minute. Starting materials: BrC1=NC=C(C=C1)[N+](=O)[O-] (2-bromo-5-nitropyridine), cuprous cyanide, CN(C)C=O (DMF). As a reaction SMILES: Br[C:2]1[CH:7]=[CH:6][C:5]([N+:8]([O-:10])=[O:9])=[CH:4][N:3]=1.[CH3:11][N:12](C=O)C>C(Cl)Cl>[N+:8]([C:5]1[CH:6]=[CH:7][C:2]([C:11]#[N:12])=[N:3][CH:4]=1)([O-:10])=[O:9]. Starting materials: NO (hydroxylamine), C12(CCCC1)CC(=O)OC(C2)=O (1,1-cyclopentane-diacetic anhydride). Yields the product ON=C(CC1(CCCC1)CC(=O)O)O (1,1-cyclopentane-diacetic acid N-hydroxyimide). As a reaction SMILES: [NH2:1][OH:2].[C:3]12([CH2:13][C:12](=[O:14])[O:11][C:9](=[O:10])[CH2:8]1)[CH2:7][CH2:6][CH2:5][CH2:4]2>>[OH:2][N:1]=[C:9]([OH:10])[CH2:8][C:3]1([CH2:13][C:12]([OH:11])=[O:14])[CH2:7][CH2:6][CH2:5][CH2:4]1. Procedure: In a manner analogous to that described in Example 1, by the reaction of hydroxylamine with 1,1-cyclopentane-diacetic anhydride, there was obtained 1,1-cyclopentane-diacetic acid N-hydroxyimide (m.p. 70°-74° C.) which, by acylation with benzene-sulphonyl chloride, was converted into benzene-sulphonyloxy-1,1-cyclopentane-diacetic acid imide (m.p. 133°-136° C.). Reactants: IC1=CC=2NC3=CC(=CC=C3C2C=C1)I (2,7-diiodocarbazole), C(=O)([O-])[O-].[K+].[K+] (K2CO3), BrCCCCCCCC (bromooctane). The solvent is CN(C)C=O (DMF). Conditions: temperature 80 celsius, time 24 hour. The product is C(CCCCCCC)N1C2=CC(=CC=C2C=2C=CC(=CC12)I)I (N-octyl-2,7-diiodocarbazole). Isolated yield 60.5%. As a reaction SMILES: [I:1][C:2]1[CH:14]=[CH:13][C:12]2[C:11]3[C:6](=[CH:7][C:8]([I:15])=[CH:9][CH:10]=3)[NH:5][C:4]=2[CH:3]=1.C([O-])([O-])=O.[K+].[K+].Br[CH2:23][CH2:24][CH2:25][CH2:26][CH2:27][CH2:28][CH2:29][CH3:30]>CN(C=O)C>[CH2:23]([N:5]1[C:6]2[CH:7]=[C:8]([I:15])[CH:9]=[CH:10][C:11]=2[C:12]2[C:4]1=[CH:3][C:2]([I:1])=[CH:14][CH:13]=2)[CH2:24][CH2:25][CH2:26][CH2:27][CH2:28][CH2:29][CH3:30] |f:1.2.3|. Procedure details: To a solution of compound 5 (3.00 g) in 30 mL of anhydrous DMF was added 660 mg (4.78 mmol, Aldrich Co.) of anhydrous K2CO3. The solution was stirred at 80° C. for 2 h under argon after 0.93 g (4.82 mmol) of bromooctane was added. The mixture was stirred at 80° C. for 24 h and then quenched with 30 mL of water. The aqueous layer was extracted three times with 50 mL of diethyl ether. The organic layer was dried over magnesium sulfate and the solvent was removed under vacuum. The residue was purif... The reactants are CCOC(=O)C(Cc1ccc(OCc2ccccc2)cc1)OCC, C1COCCO1. Yields the product CCOC(=O)C(Cc1ccc(O)cc1)OCC. RXN SMILES: [CH2:1]([CH3:2])[O:3][CH:4]([C:5](=[O:6])[O:7][CH2:8][CH3:9])[CH2:10][c:11]1[cH:12][cH:13][c:14]([O:17][CH2:18][c:19]2[cH:20][cH:21][cH:22][cH:23][cH:24]2)[cH:15][cH:16]1.[CH2:25]1[O:26][CH2:27][CH2:28][O:29][CH2:30]1>>[CH2:1]([CH3:2])[O:3][CH:4]([C:5](=[O:6])[O:7][CH2:8][CH3:9])[CH2:10][c:11]1[cH:12][cH:13][c:14]([OH:17])[cH:15][cH:16]1. The reactants are O=C([O-])[O-], CC(=O)c1cccc(CO)n1, CN(C)C=O, CCOC(C)=O, [K+], [K+], O, O=P(Cl)(Cl)Cl. The product is CC(=O)c1cccc(CCl)n1. RXN SMILES: [C:22](=[O:23])([O-:24])[O-:25].[C:6]([CH3:7])(=[O:8])[c:9]1[n:10][c:11]([CH2:15][OH:16])[cH:12][cH:13][cH:14]1.[CH3:17][N:18]([CH3:19])[CH:20]=[O:21].[CH3:28][CH2:29][O:30][C:31](=[O:32])[CH3:33].[K+:26].[K+:27].[OH2:34].[P:1]([Cl:2])([Cl:3])([Cl:4])=[O:5]>>[Cl:3][CH2:15][c:11]1[n:10][c:9]([C:6]([CH3:7])=[O:8])[cH:14][cH:13][cH:12]1.